Task: describe an organic reaction: reactants, conditions, products, and yield. Dataset: the Open Reaction Database (ORD), a public repository of structured organic reaction records The reactants are FC(OC=1C=C(C=CC1)CN1C2=CC=CC(=C2C=2C(=CC=CC12)O)C(=O)OC)(F)F (9-[(3-trifluoromethoxyphenyl)methyl]-4-hydroxy-5-carbomethoxy carbazole), [OH-].[NH4+] (ammonium hydroxide), Cl (HCl). Run in C(C)(=O)OCC (ethyl acetate), C1CCOC1 (THF). Yields the product FC(OC=1C=C(C=CC1)CN1C2=CC=CC(=C2C=2C(=CC=CC12)O)C(N)=O)(F)F (9-[(3-trifluoromethoxyphenyl)methyl]-4-hydroxy-5-carbamoyl carbazole). Yield: 60.0%. As a reaction SMILES: [F:1][C:2]([F:30])([F:29])[O:3][C:4]1[CH:5]=[C:6]([CH2:10][N:11]2[C:23]3[CH:22]=[CH:21][CH:20]=[C:19]([OH:24])[C:18]=3[C:17]3[C:12]2=[CH:13][CH:14]=[CH:15][C:16]=3[C:25](OC)=[O:26])[CH:7]=[CH:8][CH:9]=1.Cl.[OH-].[NH4+:33]>C1COCC1.C(OCC)(=O)C>[F:1][C:2]([F:30])([F:29])[O:3][C:4]1[CH:5]=[C:6]([CH2:10][N:11]2[C:23]3[CH:22]=[CH:21][CH:20]=[C:19]([OH:24])[C:18]=3[C:17]3[C:12]2=[CH:13][CH:14]=[CH:15][C:16]=3[C:25](=[O:26])[NH2:33])[CH:7]=[CH:8][CH:9]=1 |f:2.3|. Reported procedure: A solution of the 9-[(3-trifluoromethoxyphenyl)methyl]-4-hydroxy-5-carbomethoxy carbazole (260 mg, 0.62 mM) in 10 mL THF and 30 mL concentrated aqueous ammonium hydroxide was stirred vigorously for 132 hours. The mixture was diluted with ethyl acetate and acidified to pH 1 with 5 N HCl. The aqueous layer was extracted three times with ethyl acetate. The combined organic extracts were washed with H2O and saturated brine, dried over magnesium sulfate, filtered, and concentrated. The residue was pu... Reactants: CC(C)(C)C(=O)c1cn(COCC[Si](C)(C)C)c2ncc(Br)nc12, CC(C)c1cc(C(C)C)c(-c2ccccc2P(C(C)(C)C)C(C)(C)C)c(C(C)C)c1, [K+], O=C(C=Cc1ccccc1)C=Cc1ccccc1, C1COCCO1, O=C(C=Cc1ccccc1)C=Cc1ccccc1, O=C(C=Cc1ccccc1)C=Cc1ccccc1, [OH-], O, [Pd], [Pd]. The product is CC(C)(C)C(=O)c1cn(COCC[Si](C)(C)C)c2ncc(=O)[nH]c12. Reaction SMILES: [Br:1][c:2]1[n:3][c:4]2[c:5]([n:6][cH:7]1)[n:8]([CH2:17][O:18][CH2:19][CH2:20][Si:21]([CH3:22])([CH3:23])[CH3:24])[cH:9][c:10]2[C:11]([C:12]([CH3:13])([CH3:14])[CH3:15])=[O:16].[C:31]([P:32]([C:33]([CH3:34])([CH3:35])[CH3:36])[c:37]1[cH:38][cH:39][cH:40][cH:41][c:42]1-[c:43]1[c:44]([CH:45]([CH3:46])[CH3:47])[cH:48][c:49]([CH:50]([CH3:51])[CH3:52])[cH:53][c:54]1[CH:55]([CH3:56])[CH3:57])([CH3:58])([CH3:59])[CH3:60].[K+:62].[O:101]=[C:102]([CH:103]=[CH:104][c:105]1[cH:106][cH:107][cH:108][cH:109][cH:110]1)[CH:111]=[CH:112][c:113]1[cH:114][cH:115][cH:116][cH:117][cH:118]1.[O:25]1[CH2:26][CH2:27][O:28][CH2:29][CH2:30]1.[O:65]=[C:66]([CH:67]=[CH:68][c:69]1[cH:70][cH:71][cH:72][cH:73][cH:74]1)[CH:75]=[CH:76][c:77]1[cH:78][cH:79][cH:80][cH:81][cH:82]1.[O:83]=[C:84]([CH:85]=[CH:86][c:87]1[cH:88][cH:89][cH:90][cH:91][cH:92]1)[CH:93]=[CH:94][c:95]1[cH:96][cH:97][cH:98][cH:99][cH:100]1.[OH-:61].[OH2:119].[Pd:63].[Pd:64]>>[c:2]1(=[O:25])[nH:3][c:4]2[c:5]([n:6][cH:7]1)[n:8]([CH2:17][O:18][CH2:19][CH2:20][Si:21]([CH3:22])([CH3:23])[CH3:24])[cH:9][c:10]2[C:11]([C:12]([CH3:13])([CH3:14])[CH3:15])=[O:16]. Starting materials: ClC1=NC=CC(=C1)OC1=CC(=C(C=C1F)NC(=O)C1(CC1)C(=O)NC1=CC=C(C=C1)F)F (N-(4-(2-Chloropyridin-4-yloxy)-2,5-difluorophenyl)-N′-(4-fluorophenyl)cyclopropane-1,1-dicarboxamide), C1(CC1)C(=O)N (cyclopropanecarboxamide), C([O-])([O-])=O.[Cs+].[Cs+] (cesium carbonate). Reagents/catalysts: CC1(C2=C(C(=CC=C2)P(C3=CC=CC=C3)C4=CC=CC=C4)OC5=C(C=CC=C51)P(C6=CC=CC=C6)C7=CC=CC=C7)C (xantphos), C=1C=CC(=CC1)/C=C/C(=O)/C=C/C2=CC=CC=C2.C=1C=CC(=CC1)/C=C/C(=O)/C=C/C2=CC=CC=C2.C=1C=CC(=CC1)/C=C/C(=O)/C=C/C2=CC=CC=C2.[Pd].[Pd] (Pd2(dba)3). Run in O1CCOCC1 (dioxane), ClCCl (dichloromethane). Run at temperature 100 celsius. The product is C1(CC1)C(=O)NC1=NC=CC(=C1)OC1=CC(=C(C=C1F)NC(=O)C1(CC1)C(=O)NC1=CC=C(C=C1)F)F (N-(4-(2-(cyclopropanecarboxamido)pyridin-4-yloxy)-2,5-difluorophenyl)-N′-(4-fluorophenyl)cyclopropane-1,1-dicarboxamide). The yield is 86.2%. RXN SMILES: Cl[C:2]1[CH:7]=[C:6]([O:8][C:9]2[C:14]([F:15])=[CH:13][C:12]([NH:16][C:17]([C:19]3([C:22]([NH:24][C:25]4[CH:30]=[CH:29][C:28]([F:31])=[CH:27][CH:26]=4)=[O:23])[CH2:21][CH2:20]3)=[O:18])=[C:11]([F:32])[CH:10]=2)[CH:5]=[CH:4][N:3]=1.[CH:33]1([C:36]([NH2:38])=[O:37])[CH2:35][CH2:34]1.C(=O)([O-])[O-].[Cs+].[Cs+]>O1CCOCC1.ClCCl.C1C=CC(/C=C/C(/C=C/C2C=CC=CC=2)=O)=CC=1.C1C=CC(/C=C/C(/C=C/C2C=CC=CC=2)=O)=CC=1.C1C=CC(/C=C/C(/C=C/C2C=CC=CC=2)=O)=CC=1.[Pd].[Pd].CC1(C)C2C(=C(P(C3C=CC=CC=3)C3C=CC=CC=3)C=CC=2)OC2C(P(C3C=CC=CC=3)C3C=CC=CC=3)=CC=CC1=2>[CH:33]1([C:36]([NH:38][C:2]2[CH:7]=[C:6]([O:8][C:9]3[C:14]([F:15])=[CH:13][C:12]([NH:16][C:17]([C:19]4([C:22]([NH:24][C:25]5[CH:26]=[CH:27][C:28]([F:31])=[CH:29][CH:30]=5)=[O:23])[CH2:21][CH2:20]4)=[O:18])=[C:11]([F:32])[CH:10]=3)[CH:5]=[CH:4][N:3]=2)=[O:37])[CH2:35][CH2:34]1 |f:2.3.4,7.8.9.10.11|. Procedure details: N-(4-(2-Chloropyridin-4-yloxy)-2,5-difluorophenyl)-N′-(4-fluorophenyl)cyclopropane-1,1-dicarboxamide (0.25 g, 0.541 mmol) (as prepared in Example 1), cyclopropanecarboxamide (0.092 g, 1.083 mmol), xantphos (0.014 g, 0.024 mmol), and cesium carbonate (0.265 g, 0.812 mmol) were dissolved in dry dioxane (5.41 mL) and argon was bubbled through the mixture for 5 minutes. Pd2(dba)3 (7.44 mg, 0.00812 mmol) was added and additional argon was bubbled through the system. It was then fitted with a reflux c... Starting materials: [OH-].[Na+] (sodium hydroxide), solution, C1(=CC=CC=C1)O (phenol), C1C=CC2C1C3CC2C=C3 (dicyclopentadiene), OS(=O)(=O)C(F)(F)F (triflic acid), C1C=CC2C1C3CC2C=C3 (dicyclopentadiene), C1(=CC=CC=C1)O (phenol), C1(=CC=CC=C1)O (phenol). The solvent is CN1CCCC1=O (NMP). Yields the product C1C=CC2C1C3CC2C=C3.C1(=CC=CC=C1)O (Dicyclopentadiene Phenol). RXN SMILES: [C:1]1([OH:7])[CH:6]=[CH:5][CH:4]=[CH:3][CH:2]=1.OS(C(F)(F)F)(=O)=O.[CH2:16]1[CH:20]2[CH:21]3[CH:25]=[CH:24][CH:23]([CH:19]2[CH:18]=[CH:17]1)[CH2:22]3.[OH-].[Na+]>CN1C(=O)CCC1>[CH2:16]1[CH:20]2[CH:21]3[CH:25]=[CH:24][CH:23]([CH:19]2[CH:18]=[CH:17]1)[CH2:22]3.[C:1]1([OH:7])[CH:6]=[CH:5][CH:4]=[CH:3][CH:2]=1 |f:3.4,6.7|. Reported procedure: A multi-neck 5 liter flask fitted with condenser, overhead stirrer and thermometer was charged with: 2858 g of phenol (containing 0.03% water); 2.4 g triflic acid; and 7.2 g NMP and under nitrogen blanket was heated to 100° C. A solution of 912 g dicyclopentadiene (6.89 moles, Ultrene 99) and 45 g phenol (total phenol is 2903 g) was added over 2 hours at 100° C.±0.5%. The dicyclopentadiene to phenol mole ratio charged in this example is 0.22. After 65 minutes at 100° C. catalyst was neutralized ... The reactants are C(C1=CC=CC=C1)N1C2CNCC2CC1 (2-benzyl-2,7-diazabicyclo[3.3.0]octane), C(C)O (ethanol). The reagents and catalysts are [Pd] (palladium). Yields the product CN1CC2CCNC2C1C (7,8-Dimethyl-2,7-diazabicyclo[3.3.0]octane). Reaction SMILES: C([N:8]1[CH2:15][CH2:14][CH:13]2[CH:9]1[CH2:10][NH:11][CH2:12]2)C1C=CC=CC=1.[CH2:16](O)[CH3:17]>[Pd]>[CH3:10][N:11]1[CH:16]([CH3:17])[CH:9]2[CH:13]([CH2:14][CH2:15][NH:8]2)[CH2:12]1. Procedure details: 10.8 g (46.9 mmol) of 2-benzyl-2,7-diazabicyclo[3.3.0]octane in 200 ml of ethanol are hydrogenated at 100° C. and 100 bar on 2.5 g of palladium-active carbon. The catalyst is filtered off with suction, the filtrate is concentrated and the residue is distilled. Reaction conditions: temperature 157.5 celsius, time 10 minute. Solvent: CC(=O)N(C)C (DMAc). As a reaction SMILES: [CH2:1]1[C:11]2[C:12]3[C:3](=[CH:4][CH:5]=[C:6]4[C:16](=[O:17])[O:15][C:13](=[O:14])[C:8](=[CH:9][CH:10]=2)[C:7]4=3)[CH2:2]1.[CH:18]1([NH2:24])[CH2:23][CH2:22][CH2:21][CH2:20][CH2:19]1.O>CC(N(C)C)=O>[CH:18]1([N:24]=[C:16]([C:6]2[C:7]3=[C:12]4[C:3]([CH2:2][CH2:1][C:11]4=[CH:10][CH:9]=[C:8]3[C:13]([OH:15])=[O:14])=[CH:4][CH:5]=2)[OH:17])[CH2:23][CH2:22][CH2:21][CH2:20][CH2:19]1. The reactants are C1CC2=CC=C3C=4C(=CC=C1C24)C(=O)OC3=O (5,6-acenaphthenedicarboxylic acid anhydride), C1(CCCCC1)N (cyclohexylamine), O (water). The yield is 93.0%. Yields the product C1(CCCCC1)N=C(O)C1=CC=C2CCC3=CC=C(C1=C32)C(=O)O (N-Cyclohexyl-5,6-Acenaphthenedicarboxylic Acid Imide). Reported procedure: A slurry of 5,6-acenaphthenedicarboxylic acid anhydride (33.6 g, 0.150 mol) (B. M. Trost, G. Michael Bright, Charles Frihart, and David Brittelli, Journal of the American Chemical Society, 93(3), 737-45 (1971); James J. Jordan, Jr; U.S. Pat. No. 3,935,226) in 175 ml of DMAc was treated with cyclohexylamine (34.2 ml, 0.300 mol) over one minute and a thick paste formed. This mixture was heated at 155-160° C. for 2 hours. The resulting deep green solution was poured into 2 liters of water. The mixt... Starting materials: C(C1=CC=CC=C1)(=O)Cl (benzoyl chloride), C1(=CC=CC=C1)O (phenol), NC1=CC=CC=C1 (aniline), CNC1=CC=CC=C1 (N-methylaniline), C1(=CC=CC=C1)S (thiophenol), [13CH4] (carbon-13), Polymer 5. The product is C(C1=CC=CC=C1)(=O)OC1=CC=CC=C1 (Phenyl benzoate), C(C1=CC=CC=C1)(=O)NC1=CC=CC=C1 (benzanilide), CN(C1=CC=CC=C1)C(C1=CC=CC=C1)=O (N-methylbenzanilide), C(C1=CC=CC=C1)(=O)OC=1SC=CC1 (thiophenyl benzoate). Reaction SMILES: [13CH4].[C:2](Cl)(=[O:9])[C:3]1[CH:8]=[CH:7][CH:6]=[CH:5][CH:4]=1.[C:11]1([OH:17])[CH:16]=[CH:15][CH:14]=[CH:13][CH:12]=1.[NH2:18][C:19]1[CH:24]=[CH:23][CH:22]=[CH:21][CH:20]=1.[CH3:25][NH:26][C:27]1[CH:32]=[CH:31][CH:30]=[CH:29][CH:28]=1.[C:33]1([SH:39])[CH:38]=[CH:37][CH:36]=CC=1>>[C:2]([O:17][C:11]1[CH:16]=[CH:15][CH:14]=[CH:13][CH:12]=1)(=[O:9])[C:3]1[CH:8]=[CH:7][CH:6]=[CH:5][CH:4]=1.[C:2]([NH:18][C:19]1[CH:24]=[CH:23][CH:22]=[CH:21][CH:20]=1)(=[O:9])[C:3]1[CH:8]=[CH:7][CH:6]=[CH:5][CH:4]=1.[CH3:25][N:26]([C:2](=[O:9])[C:3]1[CH:8]=[CH:7][CH:6]=[CH:5][CH:4]=1)[C:27]1[CH:32]=[CH:31][CH:30]=[CH:29][CH:28]=1.[C:2]([O:9][C:36]1[S:39][CH:33]=[CH:38][CH:37]=1)(=[O:17])[C:3]1[CH:8]=[CH:7][CH:6]=[CH:5][CH:4]=1. Reported procedure: Several model compounds were prepared for carbon-13 NMR studies for comparison with Polymer 5 in Example V. Phenyl benzoate, benzanilide, N-methylbenzanilide, and thiophenyl benzoate were prepared from benzoyl chloride and phenol, aniline, N-methylaniline, and thiophenol, respectively. Reactants: [N+](=O)([O-])C=1C=C(OC2=CC(=CC=C2)OC2=CC(=CC(=C2)C(F)(F)F)[N+](=O)[O-])C=C(C1)C(F)(F)F (1,3-bis(3-nitro-5-trifluoromethylphenoxy)benzene), [H][H] (hydrogen), Cl (HCl). Reagents/catalysts: [Pd] (Pd/C). Solvent: C(C)(C)O (isopropyl alcohol), C(C)(C)O (isopropanol). Yields the product NC=1C=C(OC2=CC(=CC=C2)OC2=CC(=CC(=C2)C(F)(F)F)N)C=C(C1)C(F)(F)F (1,3-bis(3-amino-5-trifluoromethylphenoxy)benzene). Reaction SMILES: [N+:1]([C:4]1[CH:5]=[C:6]([CH:28]=[C:29]([C:31]([F:34])([F:33])[F:32])[CH:30]=1)[O:7][C:8]1[CH:13]=[CH:12][CH:11]=[C:10]([O:14][C:15]2[CH:20]=[C:19]([C:21]([F:24])([F:23])[F:22])[CH:18]=[C:17]([N+:25]([O-])=O)[CH:16]=2)[CH:9]=1)([O-])=O.[H][H].Cl>C(O)(C)C.[Pd]>[NH2:25][C:17]1[CH:16]=[C:15]([CH:20]=[C:19]([C:21]([F:22])([F:23])[F:24])[CH:18]=1)[O:14][C:10]1[CH:11]=[CH:12][CH:13]=[C:8]([O:7][C:6]2[CH:28]=[C:29]([C:31]([F:32])([F:34])[F:33])[CH:30]=[C:4]([NH2:1])[CH:5]=2)[CH:9]=1. Procedure details: Into a reducing device equipped with a thermometer, a reflux condenser and an agitator were charged 72 g of 1,3-bis(3-nitro-5-trifluoromethylphenoxy)benzene (0.147 mol), 500 mL of isopropyl alcohol and 7.2 g of 5%-Pd/C (50% of water content), and the mixture was reacted at 50° C. for 5 hours in an atmosphere of hydrogen. At the end of the reaction, the catalyst was filtered out, the filtrate was condensed under a reduced pressure and the residue was dissolved in 200 g of isopropanol and 400 g of...